This data is from the Open Reaction Database (ORD), a public repository of structured organic reaction records. The task is: describe an organic reaction: reactants, conditions, products, and yield Starting materials: C(C)(C)(C)OC(=O)N1CCC(CC1)C=1SC=C(C1)C(=O)N1CCC[C@@H]2CCCC[C@@H]12 (trans-4-[4-(Octahydro-quinoline-1-carbonyl)-thiophen-2-yl]-piperidine-1-carboxylic acid t-butyl ester), C(=O)(C(F)(F)F)O (TFA). The solvent is C(Cl)Cl (DCM). Yields the product N1(CCC[C@@H]2CCCC[C@@H]12)C(=O)C1=CSC(=C1)C1CCNCC1 (trans-(Octahydro-quinolin-1-yl)-(5-piperidin-4-yl-thiophen-3-yl)-methanone). Isolated yield 69.5%. RXN SMILES: C(OC([N:8]1[CH2:13][CH2:12][CH:11]([C:14]2[S:15][CH:16]=[C:17]([C:19]([N:21]3[C@H:30]4[C@@H:25]([CH2:26][CH2:27][CH2:28][CH2:29]4)[CH2:24][CH2:23][CH2:22]3)=[O:20])[CH:18]=2)[CH2:10][CH2:9]1)=O)(C)(C)C.C(O)(C(F)(F)F)=O>C(Cl)Cl>[N:21]1([C:19]([C:17]2[CH:18]=[C:14]([CH:11]3[CH2:10][CH2:9][NH:8][CH2:13][CH2:12]3)[S:15][CH:16]=2)=[O:20])[C@H:30]2[C@@H:25]([CH2:26][CH2:27][CH2:28][CH2:29]2)[CH2:24][CH2:23][CH2:22]1. Procedure details: trans-4-[4-(Octahydro-quinoline-1-carbonyl)-thiophen-2-yl]-piperidine-1-carboxylic acid t-butyl ester (0.09 g, 0.32 mmol) was dissolved in DCM (2 mL) and TFA (1 mL) and the reaction stirred at room temperature for 6 hours. The solvent was evaporated and the residue product was purified by flash chromatography on an SCX-2 cartridge, washing with acetonitrile and then eluting with 2 M ammonia in methanol. The fractions containing the desired product were concentrated under vacuum to give the title... Starting materials: [BH3-]C#N, CCCCC1(N(C)C)CCNCC1, CN(CC=O)C(=O)OC(C)(C)C, CO, CO, CC(=O)O, ClC(Cl)Cl, Cl, Cl, [Na+]. The product is CCCCC1(N(C)C)CCN(CCN(C)C(=O)OC(C)(C)C)CC1. Reaction SMILES: [C:28]([BH3-:29])#[N:30].[CH2:15]([CH2:16][CH2:17][CH3:18])[C:19]1([N:25]([CH3:26])[CH3:27])[CH2:20][CH2:21][NH:22][CH2:23][CH2:24]1.[CH3:1][N:2]([C:3]([O:4][C:5]([CH3:6])([CH3:7])[CH3:8])=[O:9])[CH2:10][CH:11]=[O:12].[CH3:32][OH:33].[CH3:38][OH:39].[CH3:40][C:41](=[O:42])[OH:43].[Cl:34][CH:35]([Cl:36])[Cl:37].[ClH:13].[ClH:14].[Na+:31]>>[CH3:1][N:2]([C:3]([O:4][C:5]([CH3:6])([CH3:7])[CH3:8])=[O:9])[CH2:10][CH2:11][N:22]1[CH2:21][CH2:20][C:19]([CH2:15][CH2:16][CH2:17][CH3:18])([N:25]([CH3:26])[CH3:27])[CH2:24][CH2:23]1. Starting materials: CN(C)C=O, CCOC(C)=O, O=C=Nc1cccc(C(F)(F)F)c1, CC(=O)Nc1nc2ccc(Oc3cccc(N)c3)c(C#N)c2s1. Product: CC(=O)Nc1nc2ccc(Oc3cccc(NC(=O)Nc4cccc(C(F)(F)F)c4)c3)c(C#N)c2s1. As a reaction SMILES: [CH3:37][N:38]([CH3:39])[CH:40]=[O:41].[CH3:42][CH2:43][O:44][C:45](=[O:46])[CH3:47].[N:24](=[C:25]=[O:26])[c:27]1[cH:28][c:29]([C:33]([F:34])([F:35])[F:36])[cH:30][cH:31][cH:32]1.[NH2:1][c:2]1[cH:3][c:4]([O:5][c:6]2[c:7]([C:19]#[N:20])[c:8]3[c:9]([n:10][c:11]([NH:13][C:14]([CH3:15])=[O:16])[s:12]3)[cH:17][cH:18]2)[cH:21][cH:22][cH:23]1>>[NH:1]([c:2]1[cH:3][c:4]([O:5][c:6]2[c:7]([C:19]#[N:20])[c:8]3[c:9]([n:10][c:11]([NH:13][C:14]([CH3:15])=[O:16])[s:12]3)[cH:17][cH:18]2)[cH:21][cH:22][cH:23]1)[C:25]([NH:24][c:27]1[cH:28][c:29]([C:33]([F:34])([F:35])[F:36])[cH:30][cH:31][cH:32]1)=[O:26]. The reactants are C(C)(C)(C)OC(=O)N1N=C(C2=CC=C(C=C12)F)C (6-Fluoro-3-methyl-indazole-1-carboxylic acid tert-butyl ester), BrN1C(CCC1=O)=O (N-Bromosuccinimide), C(C1=CC=CC=C1)(=O)OOC(C1=CC=CC=C1)=O (Benzoyl peroxide). Run in C(Cl)(Cl)(Cl)Cl (CCl4). Product: BrCC1=NN(C2=CC(=CC=C12)F)C(=O)OC(C)(C)C (3-Bromomethyl-6-fluoro-1-tert-butoxycarbonyl-1H-indazole). Isolated yield 60.9%. Reaction SMILES: [C:1]([O:5][C:6]([N:8]1[C:16]2[C:11](=[CH:12][CH:13]=[C:14]([F:17])[CH:15]=2)[C:10]([CH3:18])=[N:9]1)=[O:7])([CH3:4])([CH3:3])[CH3:2].[Br:19]N1C(=O)CCC1=O.C(OOC(=O)C1C=CC=CC=1)(=O)C1C=CC=CC=1>C(Cl)(Cl)(Cl)Cl>[Br:19][CH2:18][C:10]1[C:11]2[C:16](=[CH:15][C:14]([F:17])=[CH:13][CH:12]=2)[N:8]([C:6]([O:5][C:1]([CH3:4])([CH3:3])[CH3:2])=[O:7])[N:9]=1. Reported procedure: 12.68 g (50.7 mmol) 6-Fluoro-3-methyl-indazole-1-carboxylic acid tert-butyl ester, prepared as in Part C, is combined with 9.92 g (55.7 mmol, 1.1 equiv) N-Bromosuccinimide and 1.23 g (5.1 mmol, 0.1 equiv) Benzoyl peroxide in 600 mL CCl4 and refluxed 10 h. The reaction mixture is filtered and the filtrate concentrated in vacuo and purified by flash chromatography on 300 g silica gel eluted successively with DCM/Hexanes (1:2, 3 L), (1:1, 3 L). Appropriate fractions were combined and concentrated i... The reactants are N1=CC=CC2=CC=C(C=C12)OC1=CC(=NC=N1)C1=C(C=C(C=C1)C(F)(F)F)O (2-[6-(Quinolin-7-yloxy)-pyrimidin-4-yl]-5-trifluoromethyl-phenol), C(=O)([O-])[O-].[K+].[K+] (K2CO3), C(C1=CC=CC=C1)Br (benzyl bromide). Run in O (water), CN(C)C=O (DMF). Reaction conditions: time 4 hour. Product: C(C1=CC=CC=C1)OC1=C(C=CC(=C1)C(F)(F)F)C1=CC(=NC=N1)OC1=CC=C2C=CC=NC2=C1 (7-[6-(2-Benzyloxy-4-trifluoromethyl-phenyl)-pyrimidin-4-yloxy]-quinoline). RXN SMILES: [N:1]1[C:10]2[C:5](=[CH:6][CH:7]=[C:8]([O:11][C:12]3[N:17]=[CH:16][N:15]=[C:14]([C:18]4[CH:23]=[CH:22][C:21]([C:24]([F:27])([F:26])[F:25])=[CH:20][C:19]=4[OH:28])[CH:13]=3)[CH:9]=2)[CH:4]=[CH:3][CH:2]=1.C([O-])([O-])=O.[K+].[K+].[CH2:35](Br)[C:36]1[CH:41]=[CH:40][CH:39]=[CH:38][CH:37]=1>CN(C=O)C.O>[CH2:35]([O:28][C:19]1[CH:20]=[C:21]([C:24]([F:25])([F:27])[F:26])[CH:22]=[CH:23][C:18]=1[C:14]1[N:15]=[CH:16][N:17]=[C:12]([O:11][C:8]2[CH:9]=[C:10]3[C:5]([CH:4]=[CH:3][CH:2]=[N:1]3)=[CH:6][CH:7]=2)[CH:13]=1)[C:36]1[CH:41]=[CH:40][CH:39]=[CH:38][CH:37]=1 |f:1.2.3|. Procedure: To a mixture of 2-[6-(quinolin-7-yloxy)-pyrimidin-4-yl]-5-trifluoromethyl-phenol, (Example 191), (50 mg, 0.13 mmol) and K2CO3 (54 mg, 0.39 mmol) in DMF (2.0 mL) was added benzyl bromide (17 μL, 0.14 mmol, Aldrich) and the reaction mixture was stirred at room temperature for 4 h. The resulting mixture was diluted with water and extracted with CH2Cl2. The combined extracts were washed with water and brine, dried over Na2SO4, filtered and concentrated in vacuum. Purification by silica gel chromatog...